From a dataset of the Open Reaction Database (ORD), a public repository of structured organic reaction records. describe an organic reaction: reactants, conditions, products, and yield Starting materials: C(N)(=O)C=1C(=C(N2C1CN(CC2)C(=O)OC(C)(C)C)Cl)C2=CC(=CC=C2)C#N (tert-butyl 8-carbamoyl-6-chloro-7-(3-cyanophenyl)-3,4-dihydropyrrolo[1,2-a]pyrazine-2(1H)-carboxylate), FC(C(=O)O)(F)F (trifluoroacetic acid). The solvent is ClCCl (dichloromethane). Run at time 1 hour. The product is ClC1=C(C(=C2N1CCNC2)C(=O)N)C2=CC(=CC=C2)C#N (6-chloro-7-(3-cyanophenyl)-1,2,3,4-tetrahydropyrrolo[1,2-a]pyrazine-8-carboxamide). The yield is 78.2%. RXN SMILES: [C:1]([C:4]1[C:5]([C:21]2[CH:26]=[CH:25][CH:24]=[C:23]([C:27]#[N:28])[CH:22]=2)=[C:6]([Cl:20])[N:7]2[CH2:12][CH2:11][N:10](C(OC(C)(C)C)=O)[CH2:9][C:8]=12)(=[O:3])[NH2:2].FC(F)(F)C(O)=O>ClCCl>[Cl:20][C:6]1[N:7]2[CH2:12][CH2:11][NH:10][CH2:9][C:8]2=[C:4]([C:1]([NH2:2])=[O:3])[C:5]=1[C:21]1[CH:26]=[CH:25][CH:24]=[C:23]([C:27]#[N:28])[CH:22]=1. Procedure: To a solution of 2.90 g (7.23 mmol) of tert-butyl 8-carbamoyl-6-chloro-7-(3-cyanophenyl)-3,4-dihydropyrrolo[1,2-a]pyrazine-2(1H)-carboxylate in 7 ml of dichloromethane are added slowly 7 ml (72 mmol) of trifluoroacetic acid. After stirring for 1 hour at room temperature, the solvent is evaporated off under reduced pressure, the residue is taken up in water and the aqueous phase is basified by addition of aqueous ammonia. The white solid formed is separated out by filtration, rinsed with water an... Reactants: FC1=CC=C(C(=O)Cl)C=C1 (4-fluorobenzoyl chloride), bis-(dibenzylidene-acetone) palladium(O), C(CCCCC)N(CCCCCC)CCCCCC (tri-n-hexylamine), C(C=C)#N (acrylonitrile). The solvent is O1CCOCC1 (dioxane). Yields the product FC1=CC=C(C=CC#N)C=C1 (4-fluorocinnamonitrile). The yield is 17.9%. As a reaction SMILES: [F:1][C:2]1[CH:10]=[CH:9][C:5]([C:6](Cl)=O)=[CH:4][CH:3]=1.[CH2:11]([N:17](CCCCCC)CCCCCC)[CH2:12]CCCC.C(#N)C=C>O1CCOCC1>[F:1][C:2]1[CH:10]=[CH:9][C:5]([CH:6]=[CH:12][C:11]#[N:17])=[CH:4][CH:3]=1. Procedure: The procedure described in Example 1 is repeated, except that 15.86 g (0.1 mol) of 4-fluorobenzoyl chloride, 26.95 g (0.1 mol) of tri-n-hexylamine, 6.53 g (0.125 mol) of acrylonitrile and 0.575 g (0.001 mol) of bis-(dibenzylidene-acetone)-palladium(O) in 50 ml of dioxane are used. After a reaction time of 33 hours at 100° C., 2.63 g (0.0179 mol) of 4-fluorocinnamonitrile are obtained, corresponding to a yield of 17.9% of theory; analysis for C9H6FN (molecular weight 147): calculated C 73.46%, H ... Starting materials: Cl (hydrochloric acid), C1(C=2C(C(N1CCOCCO)=O)=CC=CC2)=O (2-[2-(phthalimido)ethoxy]ethanol), [H-].[Na+] (sodium hydride), ClCC(CC(=O)OCC)=O (ethyl chloroacetoacetate). Run in O1CCCC1 (tetrahydrofuran). Run at temperature 25 celsius, time 1 hour. The product is C(C)OC(CC(COCCOCCN1C(C=2C(C1=O)=CC=CC2)=O)=O)=O (10-phthalimido-3-oxo-5,8-dioxadecanoic acid ethyl ester). Reaction SMILES: [C:1]1(=[O:17])[N:5]([CH2:6][CH2:7][O:8][CH2:9][CH2:10][OH:11])[C:4](=[O:12])[C:3]2=[CH:13][CH:14]=[CH:15][CH:16]=[C:2]12.[H-].[Na+].Cl[CH2:21][C:22](=[O:29])[CH2:23][C:24]([O:26][CH2:27][CH3:28])=[O:25].Cl>O1CCCC1>[CH2:27]([O:26][C:24](=[O:25])[CH2:23][C:22](=[O:29])[CH2:21][O:11][CH2:10][CH2:9][O:8][CH2:7][CH2:6][N:5]1[C:4](=[O:12])[C:3]2=[CH:13][CH:14]=[CH:15][CH:16]=[C:2]2[C:1]1=[O:17])[CH3:28] |f:1.2|. Reported procedure: 77 g of 2-[2-(phthalimido)ethoxy]ethanol are added, in portions, to a suspension of 31 g of sodium hydride in 400 ml of tetrahydrofuran, while maintaining the temperature in the vicinity of 25° C. The mixture is stirred for one hour and 53.6 g of ethyl chloroacetoacetate are then added, while maintaining the temperature of the mixture at -20° C. The mixture is allowed to stand overnight at ambient temperature and then hydrolyzed with 1 l of 1N hydrochloric acid. Decantation, followed by extracti... The reactants are Clc1cc(Br)cc(Cl)c1CBr, O=C1NCCC12CCCCC2, CCOCC, Cl, [H-], [Na+], CN(C)C=O. Yields the product O=C1N(Cc2c(Cl)cc(Br)cc2Cl)CCC12CCCCC2. Reaction SMILES: [Br:14][c:15]1[cH:16][c:17]([Cl:24])[c:18]([CH2:22][Br:23])[c:19]([Cl:21])[cH:20]1.[C:1]1(=[O:11])[NH:2][CH2:3][CH2:4][C:5]12[CH2:6][CH2:7][CH2:8][CH2:9][CH2:10]2.[CH3:31][CH2:32][O:33][CH2:34][CH3:35].[ClH:25].[H-:12].[Na+:13].[O:26]=[CH:27][N:28]([CH3:29])[CH3:30]>>[C:1]1(=[O:11])[N:2]([CH2:22][c:18]2[c:17]([Cl:24])[cH:16][c:15]([Br:14])[cH:20][c:19]2[Cl:21])[CH2:3][CH2:4][C:5]12[CH2:6][CH2:7][CH2:8][CH2:9][CH2:10]2. Starting materials: [Li]CCCC, CN1CCCC1=O, CCCCCC, CC(C)NC(C)C, ClCOCc1ccccc1, C1CCOC1, O. Product: CN1CCC(COCc2ccccc2)C1=O. Reaction SMILES: [CH2:1]([Li:2])[CH2:3][CH2:4][CH3:5].[CH3:19][N:20]1[CH2:21][CH2:22][CH2:23][C:24]1=[O:25].[CH3:6][CH2:7][CH2:8][CH2:9][CH2:10][CH3:11].[CH:12]([NH:13][CH:14]([CH3:15])[CH3:16])([CH3:17])[CH3:18].[Cl:26][CH2:27][O:28][CH2:29][c:30]1[cH:31][cH:32][cH:33][cH:34][cH:35]1.[O:36]1[CH2:37][CH2:38][CH2:39][CH2:40]1.[OH2:41]>>[CH3:19][N:20]1[CH2:21][CH2:22][CH:23]([CH2:27][O:28][CH2:29][c:30]2[cH:31][cH:32][cH:33][cH:34][cH:35]2)[C:24]1=[O:25].